Dataset: the Open Reaction Database (ORD), a public repository of structured organic reaction records. Task: describe an organic reaction: reactants, conditions, products, and yield Reactants: O=C([O-])[O-], CCCCCCCCC(C)OS(C)(=O)=O, CN(C)C=O, [K+], [K+], Oc1ccc(I)cc1. The product is CCCCCCCCC(C)Oc1ccc(I)cc1. Reaction SMILES: [C:9](=[O:10])([O-:11])[O-:12].[CH3:15][S:16]([O:17][CH:20]([CH3:21])[CH2:22][CH2:23][CH2:24][CH2:25][CH2:26][CH2:27][CH2:28][CH3:29])(=[O:18])=[O:19].[CH3:30][N:31]([CH3:32])[CH:33]=[O:34].[K+:13].[K+:14].[OH:1][c:2]1[cH:3][cH:4][c:5]([I:6])[cH:7][cH:8]1>>[O:1]([c:2]1[cH:3][cH:4][c:5]([I:6])[cH:7][cH:8]1)[CH:20]([CH3:21])[CH2:22][CH2:23][CH2:24][CH2:25][CH2:26][CH2:27][CH2:28][CH3:29].